Dataset: the Open Reaction Database (ORD), a public repository of structured organic reaction records. Task: describe an organic reaction: reactants, conditions, products, and yield RXN SMILES: [CH3:14][CH:15]([CH3:16])[NH2:17].[N:1](=[O:2])[c:3]1[c:4]([OH:13])[cH:5][cH:6][c:7]2[cH:8][cH:9][cH:10][cH:11][c:12]12>>[N:1](=[O:2])[c:3]1[c:4]([NH:17][CH:15]([CH3:14])[CH3:16])[cH:5][cH:6][c:7]2[cH:8][cH:9][cH:10][cH:11][c:12]12. Starting materials: CC(C)N, O=Nc1c(O)ccc2ccccc12. Yields the product CC(C)Nc1ccc2ccccc2c1N=O. The reactants are [Cl-].[NH4+] (ammonium chloride), [H-].[Na+] (Sodium hydride), NC1=C(C(=NN1CCO)O)C1=CC=C(C=C1)C (5-amino-1-(2-hydroxyethyl)-4-(4-methylphenyl)-1-H-pyrazol-3-ol), [Si](C)(C)(C(C)(C)C)Cl (tert-butyldimethylsilyl chloride). Run in CN(C(C)=O)C (N,N-dimethylacetamide). Conditions: time 2.5 minute. Yields the product NC1=C(C(=NN1CCO[Si](C)(C)C(C)(C)C)O)C1=CC=C(C=C1)C (5-amino-1-{2-[(tert-butyl)dimethylsilyl]oxyethyl}-4-(4-methylphenyl)-1-H-pyrazol-3-ol). Isolated yield 44.3%. Reaction SMILES: [H-].[Na+].[NH2:3][C:4]1[N:8]([CH2:9][CH2:10][OH:11])[N:7]=[C:6]([OH:12])[C:5]=1[C:13]1[CH:18]=[CH:17][C:16]([CH3:19])=[CH:15][CH:14]=1.[Si:20](Cl)([C:23]([CH3:26])([CH3:25])[CH3:24])([CH3:22])[CH3:21].[Cl-].[NH4+]>CN(C)C(=O)C>[NH2:3][C:4]1[N:8]([CH2:9][CH2:10][O:11][Si:20]([C:23]([CH3:26])([CH3:25])[CH3:24])([CH3:22])[CH3:21])[N:7]=[C:6]([OH:12])[C:5]=1[C:13]1[CH:18]=[CH:17][C:16]([CH3:19])=[CH:15][CH:14]=1 |f:0.1,4.5|. Procedure details: Sodium hydride (0.35 g, 60% suspension in mineral oil) was added in one portion to a stirred solution of 5-amino-1-(2-hydroxyethyl)-4-(4-methylphenyl)-1-H-pyrazol-3-ol(1.0 g) (Preparation 32) in anhydrous N,N-dimethylacetamide (20 ml) under a nitrogen atmosphere at room temperature. The initial effervescence observed subsided after 2-3 minutes and an orange/brown mixture resulted. After a further 7 minutes, tert-butyldimethylsilyl chloride (0.65 g) was added to the mixture in one portion and the... Run at time 1 hour. As a reaction SMILES: [F:1][CH:2]([F:33])[C:3]1[N:7]([C:8]2[CH:13]=[C:12]([S:14][CH2:15][C:16]([F:19])([F:18])[F:17])[C:11]([CH3:20])=[CH:10][C:9]=2[F:21])[N:6]=[C:5]([O:22][C:23]([F:32])([F:31])[CH:24]([F:30])[O:25][C:26]([F:29])([F:28])[F:27])[CH:4]=1.ClC1C=CC=C(C(OO)=[O:42])C=1>C(Cl)(Cl)Cl>[F:33][CH:2]([F:1])[C:3]1[N:7]([C:8]2[CH:13]=[C:12]([S:14]([CH2:15][C:16]([F:17])([F:18])[F:19])=[O:42])[C:11]([CH3:20])=[CH:10][C:9]=2[F:21])[N:6]=[C:5]([O:22][C:23]([F:32])([F:31])[CH:24]([F:30])[O:25][C:26]([F:29])([F:28])[F:27])[CH:4]=1. The solvent is C(Cl)(Cl)Cl (chloroform). Reported procedure: 0.35 g of 5-difluoromethyl-1-{2-fluoro-4-methyl-5-(2,2,2-trifluoroethylthio)phenyl}-3-{1,1,2-trifluoro-2-(trifluoromethoxy)ethoxy}pyrazole was dissolved in 10 mL of chloroform, and 150 mg of m-chloroperbenzoic acid (purity: 75%) was added under cooling with ice. After stirring for one hour under cooling with ice, the solution was washed with an aqueous sodium thiosulfate solution and then washed with an aqueous sodium hydrogen carbonate solution, and then dried over anhydrous magnesium sulfate. ... Product: FC(C1=CC(=NN1C1=C(C=C(C(=C1)S(=O)CC(F)(F)F)C)F)OC(C(OC(F)(F)F)F)(F)F)F (5-difluoromethyl-1-{2-fluoro-4-methyl-5-(2,2,2-trifluoroethylsulfinyl)phenyl}-3-{1,1,2-trifluoro-2-(trifluoromethoxy)ethoxy}pyrazole). The yield is 97.0%. Starting materials: FC(C1=CC(=NN1C1=C(C=C(C(=C1)SCC(F)(F)F)C)F)OC(C(OC(F)(F)F)F)(F)F)F (5-difluoromethyl-1-{2-fluoro-4-methyl-5-(2,2,2-trifluoroethylthio)phenyl}-3-{1,1,2-trifluoro-2-(trifluoromethoxy)ethoxy}pyrazole), ClC1=CC(=CC=C1)C(=O)OO (m-chloroperbenzoic acid). Starting materials: C(=O)(C(=O)OCC)NC=1C(=C(C=CC1)C(F)(F)F)[N+](=O)[O-] (3-ethoxalylamino-2-nitrobenzotrifluoride). The reagents and catalysts are [Pt] (platinum on carbon). Solvent: C(C)O (ethanol). The product is ON1C(C(NC2=CC=CC(=C12)C(F)(F)F)=O)=O (1-Hydroxy-8-trifluoromethylquinoxaline-2,3(1H,4H)-dione). Reaction SMILES: [C:1]([NH:8][C:9]1[C:10]([N+:19]([O-:21])=O)=[C:11]([C:15]([F:18])([F:17])[F:16])[CH:12]=[CH:13][CH:14]=1)([C:3](OCC)=[O:4])=[O:2]>C(O)C.[Pt]>[OH:21][N:19]1[C:10]2[C:9](=[CH:14][CH:13]=[CH:12][C:11]=2[C:15]([F:18])([F:17])[F:16])[NH:8][C:1](=[O:2])[C:3]1=[O:4]. Reported procedure: A solution of 3-ethoxalylamino-2-nitrobenzotrifluoride (0.28 g, 0.9 mmol) in 30 ml of 96% ethanol was hydrogenated at atmospheric pressure and room temperature in the presence of 28 mg of 5% platinum on carbon for 5 min. The catalyst was removed by filtration, and the filtrate was evaporated to dryness. The residue was triturated with ether to give 77 mg 34%) of the title compound. M.p. 150° C. dec. 1H-NMR (DMSO-d6): 7.20-7.67 (m, 3H, ArH), appr. 12 (very broad s, 1H, NH); IR (KBr): 1700 cm-1 ; ... Starting materials: C(C)N1C(C(CC1COC(C1=CC=CC=C1)(C1=CC=CC=C1)C1=CC=CC=C1)CC1=CC=CC=C1)=O (1-Ethyl-3-(phenylmethyl)-5-{[(triphenylmethyl)oxy]methyl}-2-pyrrolidinone). Run in C(C)#N (acetonitrile), C(=O)O (formic acid). Reaction conditions: time 3 hour. The product is C(C)N1C(C(CC1CO)CC1=CC=CC=C1)=O (1-ethyl-5-(hydroxymethyl)-3-(phenylmethyl)-2-pyrrolidinone). The yield is 66.2%. As a reaction SMILES: [CH2:1]([N:3]1[CH:7]([CH2:8][O:9]C(C2C=CC=CC=2)(C2C=CC=CC=2)C2C=CC=CC=2)[CH2:6][CH:5]([CH2:29][C:30]2[CH:35]=[CH:34][CH:33]=[CH:32][CH:31]=2)[C:4]1=[O:36])[CH3:2]>C(#N)C.C(O)=O>[CH2:1]([N:3]1[CH:7]([CH2:8][OH:9])[CH2:6][CH:5]([CH2:29][C:30]2[CH:35]=[CH:34][CH:33]=[CH:32][CH:31]=2)[C:4]1=[O:36])[CH3:2]. Procedure: 1-Ethyl-3-(phenylmethyl)-5-{[(triphenylmethyl)oxy]methyl}-2-pyrrolidinone (0.561 g, 1.1 mmol) was stirred for 24 hrs at room temperature in a mixture of acetonitrile (21 ml) and formic acid (3 ml). The reaction was not complete at this stage so the solvent was evaporated and replaced with formic acid (10 ml) and stirring was continued for 3 hrs. Reaction was still not complete so the mixture was concentrated in vacuo (azeotroping with methanol to remove all of the formic acid) and then dissolved... The reactants are C(C)(C)(C)OC(=O)N1CCC2=C(CC1)C=CC(=C2)NC2=NN1C(C(=CC=C1)C1=C(C=CC(=C1)C(F)(F)F)OCC(C)C)=N2 (7-[8-(2-isobutoxy-5-trifluoromethyl-phenyl)-[1,2,4]triazolo[1,5-a]pyridin-2-ylamino]-1,2,4,5-tetrahydro-3-benzazepine-3-carboxylic acid tert-butyl ester), FC(C(=O)O)(F)F (trifluoroacetic acid). The product is C(C(C)C)OC1=C(C=C(C=C1)C(F)(F)F)C=1C=2N(C=CC1)N=C(N2)NC2=CC1=C(CCNCC1)C=C2 ([8-(2-Isobutoxy-5-trifluoromethyl-phenyl)-[1,2,4]triazolo[1,5-a]pyridin-2-yl]-(2,3,4,5-tetrahydro-1H-3-benzazepin-7yl)-amine), product. Yield: 87.0%. RXN SMILES: C(OC([N:8]1[CH2:14][CH2:13][C:12]2[CH:15]=[CH:16][C:17]([NH:19][C:20]3[N:43]=[C:23]4[C:24]([C:28]5[CH:33]=[C:32]([C:34]([F:37])([F:36])[F:35])[CH:31]=[CH:30][C:29]=5[O:38][CH2:39][CH:40]([CH3:42])[CH3:41])=[CH:25][CH:26]=[CH:27][N:22]4[N:21]=3)=[CH:18][C:11]=2[CH2:10][CH2:9]1)=O)(C)(C)C.FC(F)(F)C(O)=O>>[CH2:39]([O:38][C:29]1[CH:30]=[CH:31][C:32]([C:34]([F:36])([F:35])[F:37])=[CH:33][C:28]=1[C:24]1[C:23]2[N:22]([N:21]=[C:20]([NH:19][C:17]3[CH:16]=[CH:15][C:12]4[CH2:13][CH2:14][NH:8][CH2:9][CH2:10][C:11]=4[CH:18]=3)[N:43]=2)[CH:27]=[CH:26][CH:25]=1)[CH:40]([CH3:42])[CH3:41]. Procedure details: [8-(2-Isobutoxy-5-trifluoromethyl-phenyl)-[1,2,4]triazolo[1,5-a]pyridin-2-yl]-(2,3,4,5-tetrahydro-1H-3-benzazepin-7yl)-amine was prepared from 7-[8-(2-isobutoxy-5-trifluoromethyl-phenyl)-[1,2,4]triazolo[1,5-a]pyridin-2-ylamino]-1,2,4,5-tetrahydro-3-benzazepine-3-carboxylic acid tert-butyl ester (0.263 g, 0.442 mmol) and trifluoroacetic acid (0.5 mL) in a manner analogous to Example 312 to give product (0.190 g, 87%). MP=102-103° C. 1H NMR (400 MHz, (D3C)2SO, δ, ppm): 1H NMR (400 MHz, (D3C)2SO, δ... Starting materials: ClC1=CC=C(C=C1)C1=NC=2C(=NC=CC2)N1[C@H](C(=O)O)C ((S)-2-(4-chlorophenyl)-α-methyl-3H-imidazo[4,5-b]pyridine-3-acetic acid), C(=O)(N1C=NC=C1)N1C=NC=C1 (1,1'-carbonyldiimidazole), CNC (dimethylamine). Solvent: O1CCCC1 (tetrahydrofuran), O1CCCC1 (tetrahydrofuran). Run at time 8 hour. Product: ClC1=CC=C(C=C1)C1=NC=2C(=NC=CC2)N1[C@H](C(=O)N(C)C)C ((S)-2-(4-Chlorophenyl)-N,N,α-trimethyl-3H-imidazo[4,5-b]pyridine-3-acetamide). Isolated yield 58.6%. As a reaction SMILES: [Cl:1][C:2]1[CH:7]=[CH:6][C:5]([C:8]2[N:16]([C@@H:17]([CH3:21])[C:18]([OH:20])=O)[C:11]3=[N:12][CH:13]=[CH:14][CH:15]=[C:10]3[N:9]=2)=[CH:4][CH:3]=1.[C:22](N1C=CN=C1)([N:24]1C=CN=[CH:25]1)=O.CNC>O1CCCC1>[Cl:1][C:2]1[CH:3]=[CH:4][C:5]([C:8]2[N:16]([C@@H:17]([CH3:21])[C:18]([N:24]([CH3:25])[CH3:22])=[O:20])[C:11]3=[N:12][CH:13]=[CH:14][CH:15]=[C:10]3[N:9]=2)=[CH:6][CH:7]=1. Procedure details: A solution of (S)-2-(4-chlorophenyl)-α-methyl-3H-imidazo[4,5-b]pyridine-3-acetic acid (b 5.0 g, 0.0166 mole), 1,1'-carbonyldiimidazole (3.21 g, 0.0198 mole) and dry tetrahydrofuran (100 ml) was stirred at room temperature for 3 hours with nitrogen bubbling through it. A solution of dimethylamine (2.26 g, 0.050 mole) in tetrahydrofuran (20 ml) was added and the reaction mixture was stirred at room temperature under nitrogen overnight. The mixture was evaporated to an oil and partitioned between e... Reactants: C1COCCO1, CCN(C(C)C)C(C)C, N#Cc1cccnc1Cl, O=S(=O)(c1cccc(Cl)c1)C1CCNCC1. Product: N#Cc1cccnc1N1CCC(S(=O)(=O)c2cccc(Cl)c2)CC1. As a reaction SMILES: [CH2:35]1[O:36][CH2:37][CH2:38][O:39][CH2:40]1.[CH:26]([N:27]([CH2:28][CH3:29])[CH:30]([CH3:31])[CH3:32])([CH3:33])[CH3:34].[Cl:17][c:18]1[n:19][cH:20][cH:21][cH:22][c:23]1[C:24]#[N:25].[Cl:1][c:2]1[cH:3][c:4]([S:8](=[O:9])(=[O:10])[CH:11]2[CH2:12][CH2:13][NH:14][CH2:15][CH2:16]2)[cH:5][cH:6][cH:7]1>>[Cl:1][c:2]1[cH:3][c:4]([S:8](=[O:9])(=[O:10])[CH:11]2[CH2:12][CH2:13][N:14]([c:18]3[n:19][cH:20][cH:21][cH:22][c:23]3[C:24]#[N:25])[CH2:15][CH2:16]2)[cH:5][cH:6][cH:7]1. The reactants are C1(CCCC1)N1NC(=C2C1=NC(=NC2=O)C2=NC1=CC=CC=C1N=C2)CC (1-cyclopentyl-3-ethyl-6-(2-quinoxalyl)-pyrazolo[3,4-d]pyrimidin-4-one), C1(CCCC1)N1NC(=C2C1=NC(=NC2=O)C=2NC=CC2)CC (1-cyclopentyl-3-ethyl-6-(2-pyrrolyl)pyrazolo[3,4-d]-pyrimidin-4-one), C1(CCCC1)N1NC(=C2C1=NC(=NC2=O)C2=CNC1=CC=CC=C21)CC (1-cyclopentyl-3-ethyl-6-(3-indolyl)pyrazolo[3,4-d]pyrimidin-4-one), N1=C(C=NC2=CC=CC=C12)C=O (2-quinoxalinecarboxaldehyde), N1C(=CC=C1)C=O (2-pyrrolecarboxaldehyde), N1C=C(C2=CC=CC=C12)C=O (3-indolecarboxaldehyde). The product is C1(CCCC1)N1NC(=C2C1=NC(=NC2=O)C2=NC=CC=C2C)CC (1-Cyclopentyl-3-ethyl-6-(3-methyl-2-pyridyl)pyrazolo[3,4-d]pyrimidin-4-one). RXN SMILES: N1C2C(=CC=CC=2)N=CC=1C=O.N1C=CC=C1C=O.N1C2C(=CC=CC=2)C(C=O)=C1.[CH:31]1([N:36]2[C:40]3=[N:41][C:42]([C:46]4C=N[C:53]5[C:48](=C[CH:50]=[CH:51][CH:52]=5)[N:47]=4)=[N:43][C:44](=[O:45])[C:39]3=[C:38]([CH2:56][CH3:57])[NH:37]2)[CH2:35][CH2:34][CH2:33][CH2:32]1.C1(N2C3=NC(C4NC=CC=4)=NC(=O)C3=C(CC)N2)CCCC1.C1(N2C3=NC(C4C5C(=CC=CC=5)NC=4)=NC(=O)C3=C(CC)N2)CCCC1>>[CH:31]1([N:36]2[C:40]3=[N:41][C:42]([C:46]4[C:51]([CH3:50])=[CH:52][CH:53]=[CH:48][N:47]=4)=[N:43][C:44](=[O:45])[C:39]3=[C:38]([CH2:56][CH3:57])[NH:37]2)[CH2:35][CH2:34][CH2:33][CH2:32]1. Procedure: It is contemplated that following the procedures of Example 2 but starting with 2-quinoxalinecarboxaldehyde, 2-pyrrolecarboxaldehyde, or 3-indolecarboxaldehyde in place of 6-methyl-2-pyridinecarboxaldehyde there can be prepared 1-cyclopentyl-3-ethyl-6-(2-quinoxalyl)-pyrazolo[3,4-d]pyrimidin-4-one, 1-cyclopentyl-3-ethyl-6-(2-pyrrolyl)pyrazolo[3,4-d]-pyrimidin-4-one, and 1-cyclopentyl-3-ethyl-6-(3-indolyl)pyrazolo[3,4-d]pyrimidin-4-one. The reactants are NC=1NC(C(=C(N1)C1=CC=C(C=C1)F)C(=O)OCC)C(C)C (Ethyl 2-amino-4-(4-fluorophenyl)-6-isopropyl-1,6-dihydropyrimidine-5-carboxylate). The reagents and catalysts are [O-2].[O-2].[Mn+4] (Manganese dioxide). The solvent is C1(=CC=CC=C1)C (toluene), C1(=CC=CC=C1)C (toluene). Product: NC1=NC(=C(C(=N1)C1=CC=C(C=C1)F)C(=O)OCC)C(C)C (ethyl 2-amino-4-(4-fluorophenyl)-6-isopropyl-pyrimidine-5-carboxylate). Yield: 96.0%. Reaction SMILES: [NH2:1][C:2]1[NH:3][CH:4]([CH:20]([CH3:22])[CH3:21])[C:5]([C:15]([O:17][CH2:18][CH3:19])=[O:16])=[C:6]([C:8]2[CH:13]=[CH:12][C:11]([F:14])=[CH:10][CH:9]=2)[N:7]=1>C1(C)C=CC=CC=1.[O-2].[O-2].[Mn+4]>[NH2:1][C:2]1[N:7]=[C:6]([C:8]2[CH:9]=[CH:10][C:11]([F:14])=[CH:12][CH:13]=2)[C:5]([C:15]([O:17][CH2:18][CH3:19])=[O:16])=[C:4]([CH:20]([CH3:21])[CH3:22])[N:3]=1 |f:2.3.4|. Reported procedure: Ethyl 2-amino-4-(4-fluorophenyl)-6-isopropyl-1,6-dihydropyrimidine-5-carboxylate (22.6 g) was dissolved in toluene (150 ml) and heated until a solution was obtained. Manganese dioxide (18.8 g) was added as a slurry in toluene (150 ml) and the mixture refluxed under azeotropic conditions for 6 hours until conversion was complete. A small amount of water was collected in the Dean and Stark trap. The slurry was filtered and the solvents removed by evaporation under reduced pressure to give ethyl 2-...